This data is from the Open Reaction Database (ORD), a public repository of structured organic reaction records. The task is: describe an organic reaction: reactants, conditions, products, and yield Procedure: A mixture of methyl 1-{[4-(2-tert-butylphenyl)piperazin-1-yl](oxo)acetyl}pyrrolidine-3-carboxylate (Example 190, 0.32 g, 0.80 mmol) and 1 M LiOH solution (5 mL, 5.0 mmol) in tetrahydrofuran (5 mL) was stirred at room temperature for 3 h. The reaction mixture was acidified with 1 M HCl solution and extracted with ethyl acetate. The extract was washed with brine, dried over anhydrous magnesium sulfate, filtered and concentrated under reduced pressure to give the title compound (0.29 g, 92%) as a w... Isolated yield 93.6%. Reaction SMILES: [C:1]([C:5]1[CH:10]=[CH:9][CH:8]=[CH:7][C:6]=1[N:11]1[CH2:16][CH2:15][N:14]([C:17](=[O:29])[C:18]([N:20]2[CH2:24][CH2:23][CH:22]([C:25]([O:27]C)=[O:26])[CH2:21]2)=[O:19])[CH2:13][CH2:12]1)([CH3:4])([CH3:3])[CH3:2].[Li+].[OH-].Cl>O1CCCC1>[C:1]([C:5]1[CH:10]=[CH:9][CH:8]=[CH:7][C:6]=1[N:11]1[CH2:16][CH2:15][N:14]([C:17](=[O:29])[C:18]([N:20]2[CH2:24][CH2:23][CH:22]([C:25]([OH:27])=[O:26])[CH2:21]2)=[O:19])[CH2:13][CH2:12]1)([CH3:4])([CH3:2])[CH3:3] |f:1.2|. Reactants: C(C)(C)(C)C1=C(C=CC=C1)N1CCN(CC1)C(C(=O)N1CC(CC1)C(=O)OC)=O (Methyl 1-{[4-(2-tert-butylphenyl)piperazin-1-yl](oxo) acetyl}pyrrolidine-3-carboxylate), [Li+].[OH-] (LiOH), Cl (HCl). Yields the product C(C)(C)(C)C1=C(C=CC=C1)N1CCN(CC1)C(C(=O)N1CC(CC1)C(=O)O)=O (1-{[4-(2-tert-Butylphenyl)piperazin-1-yl](oxo) acetyl}pyrrolidine-3-carboxylic acid). Reaction conditions: time 3 hour. Solvent: O1CCCC1 (tetrahydrofuran).